Dataset: the Open Reaction Database (ORD), a public repository of structured organic reaction records. Task: describe an organic reaction: reactants, conditions, products, and yield The reactants are C(Br)(Br)(Br)Br (Carbon tetrabromide), C1(=CC=CC=C1)P(C1=CC=CC=C1)C1=CC=CC=C1 (triphenylphosphine), O(C)C1=C(CO)C=C(C=C1)OC (2,5-dimethoxylbenzylalcohol). Run in C1CCOC1 (THF). Conditions: time 2 hour. Product: COC1=C(CBr)C=C(C=C1)OC (2,5-Dimethoxybenzylbromide), solid. The yield is 93.0%. RXN SMILES: [C:1]([Br:5])(Br)(Br)Br.C1(P(C2C=CC=CC=2)C2C=CC=CC=2)C=CC=CC=1.[O:25]([C:27]1[CH:34]=[CH:33][C:32]([O:35][CH3:36])=[CH:31][C:28]=1CO)[CH3:26]>C1COCC1>[CH3:26][O:25][C:27]1[CH:34]=[CH:33][C:32]([O:35][CH3:36])=[CH:31][C:28]=1[CH2:1][Br:5]. Procedure details: Carbon tetrabromide (0.47 g, 1.25 mmol) and triphenylphosphine (0.47 g, 1.25 mmol) were added to a solution of 2,5-dimethoxylbenzylalcohol (0.2 g, 1.19 mmol) in THF (10 ml) at room temperature. The mixture was stirred for two hours to form a precipitate which the preciptate was filtered off. The filtrate was evaprated and the crude product was chromatographed (ethyl acetate and hexane 7:3). The desired compound was isolated as a white solid (0.25 g, 93%). The reactants are [Cl-].C(C)(C)C1=C(C(=CC=C1)C(C)C)[NH+]1CN(CC1)C1=C(C=CC=C1C(C)C)C(C)C (1,3-bis(2,6-diisopropylphenyl)imidazolinium chloride), C1CCOC1 (THF), FeF3.3H2O, C1(=C(C(=CC(=C1)C)C)[Mg]Br)C (mesitylmagnesium bromide), BrC1=NC=CC=C1 (2-bromopyridine). Solvent: CCOC(=O)C (EtOAc), CCCCCC (hexane). Run at time 24 hour. Yields the product CC1=C(C(=CC(=C1)C)C)C1=NC=CC=C1 (2-(2,4,6-trimethylphenyl)-pyridine). The yield is 76.0%. Reaction SMILES: C1COCC1.[C:6]1([CH3:16])[CH:11]=[C:10]([CH3:12])[CH:9]=[C:8]([CH3:13])[C:7]=1[Mg]Br.Br[C:18]1[CH:23]=[CH:22][CH:21]=[CH:20][N:19]=1.[Cl-].C(C1C=CC=C(C(C)C)C=1[NH+]1CCN(C2C(C(C)C)=CC=CC=2C(C)C)C1)(C)C>CCCCCC.CCOC(C)=O>[CH3:16][C:6]1[CH:11]=[C:10]([CH3:12])[CH:9]=[C:8]([CH3:13])[C:7]=1[C:18]1[CH:23]=[CH:22][CH:21]=[CH:20][N:19]=1 |f:3.4|. Procedure details: Using a THF solution of mesitylmagnesium bromide (0.974 mL, 0.77 M, 0.75 mmol), 2-bromopyridine (158.0 mg, 1.0 mmol), FeF3.3H2O (5.01 mg, 0.03 mmol) and 1,3-bis(2,6-diisopropylphenyl)imidazolinium chloride (38.4 mg, 0.09 mmol) as starting materials, the reaction was performed at a scale of 1.0 mmol at 90° C. for 24 hours in the same manner as in Example 2. After performing silica gel column chromatography (EtOAc=10 and 20% in hexane), the above compound was obtained as a yellow liquid (0.150 g, ... Reactants: [Cl-].[Al+3].[Cl-].[Cl-] (Aluminum chloride), COC1=CC2=CC=CC=C2C=C1OC (2,3-dimethoxynaphthalene), C(C1=CC=CC=C1)(=O)Cl (benzoylchloride). The solvent is C(Cl)Cl (methylene chloride). Conditions: time 8 hour. Yields the product COC=1C=C2C=CC(=CC2=CC1OC)C(=O)C1=CC=CC=C1 ((6,7-Dimethoxy-naphthalen-2-yl)-phenyl-methanone). Reaction SMILES: [Cl-].[Al+3].[Cl-].[Cl-].[CH3:5][O:6][C:7]1[C:16]([O:17][CH3:18])=[CH:15][C:14]2[C:9](=[CH:10][CH:11]=[CH:12][CH:13]=2)[CH:8]=1.[C:19](Cl)(=[O:26])[C:20]1[CH:25]=[CH:24][CH:23]=[CH:22][CH:21]=1>C(Cl)Cl>[CH3:18][O:17][C:16]1[CH:15]=[C:14]2[C:9](=[CH:8][C:7]=1[O:6][CH3:5])[CH:10]=[C:11]([C:19]([C:20]1[CH:25]=[CH:24][CH:23]=[CH:22][CH:21]=1)=[O:26])[CH:12]=[CH:13]2 |f:0.1.2.3|. Reported procedure: Aluminum chloride (16.0 g) was added to a solution of 2,3-dimethoxynaphthalene (18.0 g) and benzoylchloride (12.0 g) in cold methylene chloride (400 ml) and the solution was stirred overnight. After treatment with cold water the phases were separated and the methylene chloride phase washed with 1 M sodium hydroxide. The product was triturated with warm ether. Yield: 7 g, melting point 124-125° C. Reactants: CC(C)(C)OC(=O)N1CCC(=Cc2ccc(Cl)c(Cl)c2)CC1, CCOC(C)=O, O=[Pt]. The product is CC(C)(C)OC(=O)N1CCC(Cc2ccc(Cl)c(Cl)c2)CC1. RXN SMILES: [C:1]([CH3:2])([CH3:3])([CH3:4])[O:5][C:6](=[O:7])[N:8]1[CH2:9][CH2:10][C:11](=[CH:14][c:15]2[cH:16][c:17]([Cl:22])[c:18]([Cl:21])[cH:19][cH:20]2)[CH2:12][CH2:13]1.[CH3:23][CH2:24][O:25][C:26](=[O:27])[CH3:28].[Pt:29]=[O:30]>>[C:1]([CH3:2])([CH3:3])([CH3:4])[O:5][C:6](=[O:7])[N:8]1[CH2:9][CH2:10][CH:11]([CH2:14][c:15]2[cH:16][c:17]([Cl:22])[c:18]([Cl:21])[cH:19][cH:20]2)[CH2:12][CH2:13]1. Reactants: COc1ccc(C2=NN(C3CCN(Cc4ccc5ccc(=O)oc5c4)CC3)C(=O)C3CC=CCC23)cc1OC, Cl, Cl, ClCc1ccccn1. The product is Cl, Cl, COc1ccc(C2=NN(C3CCN(Cc4ccccn4)CC3)C(=O)C3CC=CCC23)cc1OC. RXN SMILES: [CH3:11][O:12][c:13]1[cH:14][c:15]([C:21]2=[N:22][N:23]([CH:32]3[CH2:33][CH2:34][N:35]([CH2:38][c:39]4[cH:40][c:41]5[c:42]([cH:43][cH:44][c:45](=[O:46])[o:47]5)[cH:48][cH:49]4)[CH2:36][CH2:37]3)[C:24](=[O:31])[CH:25]3[CH2:26][CH:27]=[CH:28][CH2:29][CH:30]23)[cH:16][cH:17][c:18]1[O:19][CH3:20].[ClH:10].[ClH:1].[c:2]1([CH2:8][Cl:9])[cH:3][cH:4][cH:5][cH:6][n:7]1>>[ClH:1].[ClH:9].[c:2]1([CH2:8][N:35]2[CH2:34][CH2:33][CH:32]([N:23]3[N:22]=[C:21]([c:15]4[cH:14][c:13]([O:12][CH3:11])[c:18]([O:19][CH3:20])[cH:17][cH:16]4)[CH:30]4[CH:25]([C:24]3=[O:31])[CH2:26][CH:27]=[CH:28][CH2:29]4)[CH2:37][CH2:36]2)[cH:3][cH:4][cH:5][cH:6][n:7]1. The reactants are C(C1=CC=CC=C1)(=O)OOC(C1=CC=CC=C1)=O (benzoyl peroxide), ( 50 ), COC(C(C)C1=CC(=C(C=C1)C)Cl)=O (methyl-2-(3-chloro-4-methylphenyl)propionate), BrN1C(CCC1=O)=O (N-bromosuccinimide). Run in C(Cl)(Cl)(Cl)Cl (carbon tetrachloride). Product: COC(C(C)C1=CC(=C(C=C1)CBr)Cl)=O (methyl-2-(4-bromomethyl-3-chlorophenyl)propionate). RXN SMILES: [CH3:1][O:2][C:3](=[O:14])[CH:4]([C:6]1[CH:11]=[CH:10][C:9]([CH3:12])=[C:8]([Cl:13])[CH:7]=1)[CH3:5].[Br:15]N1C(=O)CCC1=O.C(OOC(=O)C1C=CC=CC=1)(=O)C1C=CC=CC=1>C(Cl)(Cl)(Cl)Cl>[CH3:1][O:2][C:3](=[O:14])[CH:4]([C:6]1[CH:11]=[CH:10][C:9]([CH2:12][Br:15])=[C:8]([Cl:13])[CH:7]=1)[CH3:5]. Procedure: Fifty (50) g of methyl-2-(3-chloro-4-methylphenyl)propionate, 42 g of N-bromosuccinimide and 600 ml of carbon tetrachloride were mixed together to form a mixed liquid which was then incorporated with a catalytic amount of benzoyl peroxide and refluxed under agitation for one hour. After the end of the reaction, the reaction mixture was filtered to remove insolubles and obtain a filtrate which was then freed of the solvent at a reduced pressure. The residue obtained was introduced into a silica g... Starting materials: NC1=C2C(=NC=N1)N(N=C2I)C(C)C=2OC(C1=CC(=CC=C1C2C2=CC=CC=C2)C)=O (3-(1-(4-Amino-3-iodo-1H-pyrazolo[3,4-d]pyrimidin-1-yl)ethyl)-7-methyl-4-phenyl-1H-isochromen-1-one), NC1=C2C(=NC=N1)N(N=C2I)C(C)C=2OC(C1=CC(=CC=C1C2C2=CC=CC=C2)C)=O (3-(1-(4-Amino-3-iodo-1H-pyrazolo[3,4-d]pyrimidin-1-yl)ethyl)-7-methyl-4-phenyl-1H-isochromen-1-one), FC=1C=C(C=C(C1)O)B(O)O ((3-fluoro-5-hydroxyphenyl)boronic acid), C1=CC=C(C=C1)P(C2=CC=CC=C2)C3=CC=CC=C3 (PPh3), C(=O)([O-])[O-].[Na+].[Na+] (Na2CO3), Cl (HCl). Reagents/catalysts: CC(=O)[O-].CC(=O)[O-].[Pd+2] (Pd(OAc)2). Run in CN(C)C=O (DMF), CCO (EtOH), O (water). Reaction conditions: temperature 80 celsius. The product is NC1=C2C(=NC=N1)N(N=C2C2=CC(=CC(=C2)O)F)C(C)C=2OC(C1=CC(=CC=C1C2C2=CC=CC=C2)C)=O (3-(1-(4-amino-3-(3-fluoro-5-hydroxyphenyl)-1H-pyrazolo[3,4-d]pyrimidin-1-yl)ethyl)-7-methyl-4-phenyl-1H-isochromen-1-one). The yield is 23.7%. RXN SMILES: [NH2:1][C:2]1[N:7]=[CH:6][N:5]=[C:4]2[N:8]([CH:12]([C:14]3[O:15][C:16](=[O:31])[C:17]4[C:22]([C:23]=3[C:24]3[CH:29]=[CH:28][CH:27]=[CH:26][CH:25]=3)=[CH:21][CH:20]=[C:19]([CH3:30])[CH:18]=4)[CH3:13])[N:9]=[C:10](I)[C:3]=12.[F:32][C:33]1[CH:34]=[C:35](B(O)O)[CH:36]=[C:37]([OH:39])[CH:38]=1.C1C=CC(P(C2C=CC=CC=2)C2C=CC=CC=2)=CC=1.C([O-])([O-])=O.[Na+].[Na+].Cl>CN(C=O)C.CCO.O.CC([O-])=O.CC([O-])=O.[Pd+2]>[NH2:1][C:2]1[N:7]=[CH:6][N:5]=[C:4]2[N:8]([CH:12]([C:14]3[O:15][C:16](=[O:31])[C:17]4[C:22]([C:23]=3[C:24]3[CH:29]=[CH:28][CH:27]=[CH:26][CH:25]=3)=[CH:21][CH:20]=[C:19]([CH3:30])[CH:18]=4)[CH3:13])[N:9]=[C:10]([C:35]3[CH:36]=[C:37]([OH:39])[CH:38]=[C:33]([F:32])[CH:34]=3)[C:3]=12 |f:3.4.5,10.11.12|. Procedure details: 3-(1-(4-Amino-3-iodo-1H-pyrazolo[3,4-d]pyrimidin-1-yl)ethyl)-7-methyl-4-phenyl-1H-isochromen-1-one (intermediate D29, 0.100 g, 0.19 mmol), (3-fluoro-5-hydroxyphenyl)boronic acid (0.036 g, 0.229 mmol) and PPh3 (0.030 g, 0.114 mmol) were dissolved in a mixture of DMF (10 ml), EtOH (4 ml) and water (4 ml); Na2CO3 (0.101 g, 0.95 mmol) was added and the mixture was degasses under nitrogen. Pd(OAc)2 (0.009 g, 0.038 mmol) was added and the reaction was heated at 80° C. for 15 min. 1M HCl was added (pH≈... Reactants: C(C)OC(=O)C=1C(N([C@H]2[C@@H]3CC[C@H]([C@H]2C1O)C3)CC3=CC=C(C=C3)F)=O ((1R,2S,7R,8S)-3-(4-fluoro-benzyl)-6-hydroxy-4-oxo-3-aza-tricyclo[6.2.1.02,7]undec-5-ene-5-carboxylic acid ethyl ester), S(O)(O)(=O)=O (sulfuric acid). The solvent is O1CCOCC1 (1,4-dioxane). Conditions: temperature 110 celsius. The product is FC1=CC=C(CN2[C@H]3[C@@H]4CC[C@H]([C@H]3C(=CC2=O)O)C4)C=C1 ((1R,2S,7R,8S)-3-(4-fluoro-benzyl)-6-hydroxy-3-aza-tricyclo[6.2.1.02,7]undec-5-en-4-one). Yield: 54.0%. RXN SMILES: C(OC([C:6]1[C:7](=[O:26])[N:8]([CH2:18][C:19]2[CH:24]=[CH:23][C:22]([F:25])=[CH:21][CH:20]=2)[C@@H:9]2[C@H:14]([C:15]=1[OH:16])[C@@H:13]1[CH2:17][C@H:10]2[CH2:11][CH2:12]1)=O)C.S(=O)(=O)(O)O>O1CCOCC1>[F:25][C:22]1[CH:21]=[CH:20][C:19]([CH2:18][N:8]2[C:7](=[O:26])[CH:6]=[C:15]([OH:16])[C@H:14]3[C@@H:9]2[C@H:10]2[CH2:17][C@@H:13]3[CH2:12][CH2:11]2)=[CH:24][CH:23]=1. Procedure details: (1R,2S,7R,8S)-3-(4-fluoro-benzyl)-6-hydroxy-4-oxo-3-aza-tricyclo[6.2.1.02,7]undec-5-ene-5-carboxylic acid ethyl ester was suspended in a 1/1 mixture of 1,4-dioxane and 1.0 M aqueous sulfuric acid solution (200 mL). The mixture was heated to 110° C. for 40 min, and then was allowed to cool to 25° C. The cooled mixture was poured into a separatory funnel and was extracted with ethyl acetate (2×150 mL). The combined organic layers were dried over sodium sulfate, filtered and were concentrated in va...